From a dataset of the Open Reaction Database (ORD), a public repository of structured organic reaction records. describe an organic reaction: reactants, conditions, products, and yield The reactants are CC=CCN1CCC(C(=O)OC)=Cc2cc(-c3ccc(OCCOCCCC)cc3)ccc21, C1CCOC1, Cl, [Na+], [OH-]. Yields the product CC=CCN1CCC(C(=O)O)=Cc2cc(-c3ccc(OCCOCCCC)cc3)ccc21. RXN SMILES: [CH2:1]([CH2:2][CH2:3][CH3:4])[O:5][CH2:6][CH2:7][O:8][c:9]1[cH:10][cH:11][c:12](-[c:15]2[cH:16][cH:17][c:18]3[c:19]([cH:33]2)[CH:20]=[C:21]([C:29](=[O:30])[O:31][CH3:32])[CH2:22][CH2:23][N:24]3[CH2:25][CH:26]=[CH:27][CH3:28])[cH:13][cH:14]1.[CH2:37]1[O:38][CH2:39][CH2:40][CH2:41]1.[ClH:36].[Na+:35].[OH-:34]>>[CH2:1]([CH2:2][CH2:3][CH3:4])[O:5][CH2:6][CH2:7][O:8][c:9]1[cH:10][cH:11][c:12](-[c:15]2[cH:16][cH:17][c:18]3[c:19]([cH:33]2)[CH:20]=[C:21]([C:29](=[O:30])[OH:31])[CH2:22][CH2:23][N:24]3[CH2:25][CH:26]=[CH:27][CH3:28])[cH:13][cH:14]1. The reactants are NC1=CC=C(C=2CN(C(C12)=O)C)C#N (7-Amino-2-methyl-1-oxo-2,3-dihydro-1H-isoindole-4-carbonitrile), NC1=CC=C(C=2CN(C(C12)=O)C)C#N (7-Amino-2-methyl-1-oxo-2,3-dihydro-1H-isoindole-4-carbonitrile), [N-]=[N+]=[N-].[Na+] (sodium azide), [Cl-].[NH4+] (ammonium chloride). Solvent: CN(C)C=O (DMF). Conditions: temperature 120 celsius. Product: NC=1C=CC(=C2CN(C(C12)=O)C)C=1N=NNN1 (7-amino-2-methyl-4-(2H-tetrazol-5-yl)-2,3-dihydro-1H-isoindol-1-one). Isolated yield 38.9%. RXN SMILES: [NH2:1][C:2]1[C:10]2[C:9](=[O:11])[N:8]([CH3:12])[CH2:7][C:6]=2[C:5]([C:13]#[N:14])=[CH:4][CH:3]=1.[N-:15]=[N+:16]=[N-:17].[Na+].[Cl-].[NH4+]>CN(C=O)C>[NH2:1][C:2]1[CH:3]=[CH:4][C:5]([C:13]2[N:15]=[N:16][NH:17][N:14]=2)=[C:6]2[C:10]=1[C:9](=[O:11])[N:8]([CH3:12])[CH2:7]2 |f:1.2,3.4|. Procedure details: A mixture of 7-Amino-2-methyl-1-oxo-2,3-dihydro-1H-isoindole-4-carbonitrile (Compound 181B, 25.0 mg, 0.134 mmol), sodium azide (104 mg, 1.60 mmol) and ammonium chloride (85.7 mg, 1.60 mmol) in DMF (6 mL) were mixed and heated in microwave at 120° C. for 9 hours. The crude mixture was filtered and directly purified by MDP to obtain the title compound (12.0 mg, 39% yield). MS (ES+): m/z 231.23 (100) [MH+]; HPLC: tR=0.59 min (UPLC, analytical). Starting materials: C(C1=CC=CC=C1)OCC=O (Benzyloxyacetaldehyde), COC(C=1C(C(=O)OC)=C(C=CC1)NCCCCC)=O (3-pentylamino-phthalic acid dimethyl ester). Yields the product COC(C=1C(C(=O)OC)=C(C=CC1)NCCOCC1=CC=CC=C1)=O (3-(2-Benzyloxy-ethylamino)-phthalic acid dimethyl ester). Isolated yield 78.0%. As a reaction SMILES: [CH2:1]([O:8][CH2:9][CH:10]=O)[C:2]1[CH:7]=[CH:6][CH:5]=[CH:4][CH:3]=1.[CH3:12][O:13][C:14](=[O:31])[C:15]1[C:16](=[C:21]([NH:25]CCCCC)[CH:22]=[CH:23][CH:24]=1)[C:17]([O:19][CH3:20])=[O:18]>>[CH3:12][O:13][C:14](=[O:31])[C:15]1[C:16](=[C:21]([NH:25][CH2:10][CH2:9][O:8][CH2:1][C:2]2[CH:3]=[CH:4][CH:5]=[CH:6][CH:7]=2)[CH:22]=[CH:23][CH:24]=1)[C:17]([O:19][CH3:20])=[O:18]. Procedure details: Benzyloxyacetaldehyde (5.27 ml, 37.5 mmol) was treated in the same manner as described above for the synthesis of 3-pentylamino-phthalic acid dimethyl ester. The residue (oil) was purified by chromatography (6:3:1 methylene chloride/hexane/ethyl acetate) to give 7.98 g (78%) of yellow oil: 1H NMR (DMSO-d6) d 7.38–7.26 (m, 5H), 6.89–6.77 (m, 3H), 4.57 (s, 2H), 3.85 (s, 3H), 3.82 (s, 3H), 3.69 (t, J=5.5 Hz, 2H), 3.38 (q, J=5.4 Hz, 2H). The product is N1C=C(C2=CC=CC=C12)SC=1C=C(C=CC(=O)O)C=CC1 (3-(Indol-3-ylthio)cinnamic acid). Procedure details: -- By the same method as described in Example 1, 0.2 mole each of 3-mercaptoindole and phenylpropiolic acid gives 20.0 g of product after recrystallization from acetone-water, mp 165°-167° C. Reaction SMILES: [SH:1][C:2]1[C:10]2[C:5](=[CH:6][CH:7]=[CH:8][CH:9]=2)[NH:4][CH:3]=1.[C:11]1([C:17]#[C:18][C:19]([OH:21])=[O:20])[CH:16]=[CH:15][CH:14]=[CH:13][CH:12]=1>>[NH:4]1[C:5]2[C:10](=[CH:9][CH:8]=[CH:7][CH:6]=2)[C:2]([S:1][C:13]2[CH:12]=[C:11]([CH:16]=[CH:15][CH:14]=2)[CH:17]=[CH:18][C:19]([OH:21])=[O:20])=[CH:3]1. The reactants are SC1=CNC2=CC=CC=C12 (3-mercaptoindole), C1(=CC=CC=C1)C#CC(=O)O (phenylpropiolic acid). Starting materials: Nc1cccc(Br)c1, O=[N+]([O-])c1cccnc1Cl. Yields the product O=[N+]([O-])c1cccnc1Nc1cccc(Br)c1. Reaction SMILES: [Br:11][c:12]1[cH:13][cH:14][cH:15][c:16]([NH2:17])[cH:18]1.[Cl:1][c:2]1[n:3][cH:4][cH:5][cH:6][c:7]1[N+:8](=[O:9])[O-:10]>>[c:2]1([NH:17][c:16]2[cH:15][cH:14][cH:13][c:12]([Br:11])[cH:18]2)[n:3][cH:4][cH:5][cH:6][c:7]1[N+:8](=[O:9])[O-:10].